This data is from the Open Reaction Database (ORD), a public repository of structured organic reaction records. The task is: describe an organic reaction: reactants, conditions, products, and yield Reaction SMILES: [CH2:34]([CH3:35])[O:36][c:37]1[cH:38][cH:39][c:40]([C:41](=[O:42])[Cl:43])[cH:44][cH:45]1.[Cl:1][c:2]1[c:3]2[cH:4][cH:5][n:6]([CH:11]3[CH:12]([O:13][C:14]([CH3:15])=[O:16])[CH:17]([O:18][C:19]([CH3:20])=[O:21])[CH:22]([O:23][C:24]([CH3:25])=[O:26])[CH:27]([CH2:29][O:30][C:31]([CH3:32])=[O:33])[O:28]3)[c:7]2[cH:8][cH:9][cH:10]1>>[Cl:1][c:2]1[c:3]2[c:4]([C:41]([c:40]3[cH:39][cH:38][c:37]([O:36][CH2:34][CH3:35])[cH:45][cH:44]3)=[O:42])[cH:5][n:6]([CH:11]3[CH:12]([O:13][C:14]([CH3:15])=[O:16])[CH:17]([O:18][C:19]([CH3:20])=[O:21])[CH:22]([O:23][C:24]([CH3:25])=[O:26])[CH:27]([CH2:29][O:30][C:31]([CH3:32])=[O:33])[O:28]3)[c:7]2[cH:8][cH:9][cH:10]1. Product: CCOc1ccc(C(=O)c2cn(C3OC(COC(C)=O)C(OC(C)=O)C(OC(C)=O)C3OC(C)=O)c3cccc(Cl)c23)cc1. Reactants: CCOc1ccc(C(=O)Cl)cc1, CC(=O)OCC1OC(n2ccc3c(Cl)cccc32)C(OC(C)=O)C(OC(C)=O)C1OC(C)=O. The reactants are S(=O)(Cl)Cl (thionyl chloride), C(#N)C1=CC=C(C=C1)CN1C=NC=C1CCCO (1-(p-cyanophenylmethyl)-5-(3-hydroxypropyl)-1H-imidazole). Solvent: C(Cl)Cl (methylene chloride). Product: hydrochloride salt, ClCCCC1=CN=CN1CC1=CC=C(C=C1)C#N (5-(3-Chloropropyl)-1-(p-cyanophenylmethyl) -1H-imidazole). As a reaction SMILES: S(Cl)([Cl:3])=O.[C:5]([C:7]1[CH:12]=[CH:11][C:10]([CH2:13][N:14]2[C:18]([CH2:19][CH2:20][CH2:21]O)=[CH:17][N:16]=[CH:15]2)=[CH:9][CH:8]=1)#[N:6]>C(Cl)Cl>[Cl:3][CH2:21][CH2:20][CH2:19][C:18]1[N:14]([CH2:13][C:10]2[CH:11]=[CH:12][C:7]([C:5]#[N:6])=[CH:8][CH:9]=2)[CH:15]=[N:16][CH:17]=1. Reported procedure: To a solution of 5.2 g of thionyl chloride in 80 ml of methylene chloride is added 8.4 g of 1-(p-cyanophenylmethyl)-5-(3-hydroxypropyl)-1H-imidazole as a solid in portions. The rate of addition is regulated to control the foaming that occurs. When addition is complete, the solution is refluxed for 1.5 h, cooled in ice and filtered to obtain the hydrochloride salt of the title compound (c) as a buff-colored solid, m.p. 190°-191°. The salt is partitioned between methylene chloride and saturated so...